From a dataset of the Open Reaction Database (ORD), a public repository of structured organic reaction records. describe an organic reaction: reactants, conditions, products, and yield Reactants: [C-]#N, CCO, Cl, N#C[K], O=N[O-], CC1C(=O)c2cc(N)ccc2OC1(C)C, [Na+], O. Product: CC1C(=O)c2cc(C#N)ccc2OC1(C)C. Reaction SMILES: [C-:24]#[N:25].[CH3:26][CH2:27][OH:28].[ClH:1].[K:21][C:22]#[N:23].[N:17]([O-:18])=[O:19].[NH2:2][c:3]1[cH:4][cH:5][c:6]2[c:7]([cH:16]1)[C:8](=[O:15])[CH:9]([CH3:14])[C:10]([CH3:12])([CH3:13])[O:11]2.[Na+:20].[OH2:29]>>[c:3]1([C:22]#[N:23])[cH:4][cH:5][c:6]2[c:7]([cH:16]1)[C:8](=[O:15])[CH:9]([CH3:14])[C:10]([CH3:12])([CH3:13])[O:11]2. The reactants are [PH2](=O)O (hypophosphorous acid), [OH-].[Na+] (sodium hydroxide), N(=O)[O-].[Na+] (sodium nitrite), solution, NC1=C(C(=C(C(=C1)F)OC)F)OC (1-amino-3,5-difluoro-2,4-dimethoxybenzene), diazonium salt, C([O-])([O-])=O.[Na+].[Na+] (sodium carbonate). The solvent is O (water), O (water), Cl (HCl). Run at time 2 hour. Product: FC1=C(C=CC(=C1OC)F)OC (2,4-difluoro-1,3-dimethoxybenzene). The yield is 73.0%. RXN SMILES: N[C:2]1[CH:7]=[C:6]([F:8])[C:5]([O:9][CH3:10])=[C:4]([F:11])[C:3]=1[O:12][CH3:13].N([O-])=O.[Na+].[PH2](O)=O.C(=O)([O-])[O-].[Na+].[Na+].[OH-].[Na+]>Cl.O>[F:11][C:4]1[C:5]([O:9][CH3:10])=[C:6]([F:8])[CH:7]=[CH:2][C:3]=1[O:12][CH3:13] |f:1.2,4.5.6,7.8|. Reported procedure: A 0.3M solution of Compound 2 (0.566 g, 2.99 mmol) in 4M HCl is chilled in an ice bath, and treated with a cold solution of sodium nitrite (1.05 equivalents) in water. The resulting diazonium salt solution is stirred for 15 minutes, and then hypophosphorous acid (50% aqueous solution, Aldrich, 20 equivalents) is added over 5 minutes. The resulting mixture is stirred at room temperature for two hours, then diluted with water. The resulting mixture is neutralized with aqueous sodium carbonate or s... The reactants are O=[N+]([O-])c1cc(Br)cnc1Cl, CCOC(=O)CC(=O)OCC, [H-], [Na+], CN(C)C=O. Yields the product Cc1ncc(Br)cc1[N+](=O)[O-]. RXN SMILES: [Br:14][c:15]1[cH:16][c:17]([N+:22](=[O:23])[O-:24])[c:18]([Cl:21])[n:19][cH:20]1.[C:3]([O:4][CH2:5][CH3:6])(=[O:7])[CH2:8][C:9]([O:10][CH2:11][CH3:12])=[O:13].[H-:2].[Na+:1].[O:25]=[CH:26][N:27]([CH3:28])[CH3:29]>>[CH3:3][c:18]1[c:17]([N+:22](=[O:23])[O-:24])[cH:16][c:15]([Br:14])[cH:20][n:19]1. The reactants are ClC1=C(C=CC=C1[N+](=O)[O-])C (2-chloro-3-nitrotoluene), C1CC(=O)N(C1=O)Br.CC(C)(C#N)N=NC(C)(C)C#N (NBS AIBN), [Br-] (bromide), C1(=CC=CC=C1)P(C1=CC=CC=C1)C1=CC=CC=C1 (triphenylphosphine). Run in C(Cl)Cl.C1=CC=CC=C1 (CH2Cl2 benzene). Run at time 2 hour. The product is [Br-].ClC1=C(C[P+](C2=CC=CC=C2)(C2=CC=CC=C2)C2=CC=CC=C2)C=CC=C1[N+](=O)[O-] ((2-Chloro-3-nitrobenzyl)(triphenyl)phosphonium bromide). The yield is 44.0%. Reaction SMILES: [Cl:1][C:2]1[C:7]([N+:8]([O-:10])=[O:9])=[CH:6][CH:5]=[CH:4][C:3]=1[CH3:11].C1C(=O)N([Br:19])C(=O)C1.CC(N=NC(C#N)(C)C)(C#N)C.[Br-].[C:33]1([P:39]([C:46]2[CH:51]=[CH:50][CH:49]=[CH:48][CH:47]=2)[C:40]2[CH:45]=[CH:44][CH:43]=[CH:42][CH:41]=2)[CH:38]=[CH:37][CH:36]=[CH:35][CH:34]=1>C(Cl)Cl.C1C=CC=CC=1>[Br-:19].[Cl:1][C:2]1[C:7]([N+:8]([O-:10])=[O:9])=[CH:6][CH:5]=[CH:4][C:3]=1[CH2:11][P+:39]([C:40]1[CH:41]=[CH:42][CH:43]=[CH:44][CH:45]=1)([C:46]1[CH:51]=[CH:50][CH:49]=[CH:48][CH:47]=1)[C:33]1[CH:34]=[CH:35][CH:36]=[CH:37][CH:38]=1 |f:1.2,5.6,7.8|. Procedure: Bromination of 2-chloro-3-nitrotoluene with NBS/AIBN, followed by reaction of the crude bromide with triphenylphosphine, using the procedure described in example 102, except that the reaction time for the bromination was 2 h and the displacement reaction was performed at 70° C. for 1 d, gave the phosphonium salt (554) (44%) as a light brown solid, mp (CH2Cl2/benzene) 224–228° C. 1H NMR (CDCl3) δ 8.09 (br d, J=8.3 Hz, 1H), 7.86–7.63 (m, 16H), 7.34 (t, J=8.1 Hz, 1H), 5.95 (d, J=14.6 Hz, 2H). Found... The reactants are CO, CC(C)C1OCC(C)(COCc2ccccc2)CO1, [Na+], [OH-]. The product is CC(CO)(CO)COCc1ccccc1. RXN SMILES: [CH3:22][OH:23].[CH:1]([CH:2]1[O:5][CH2:6][C:7]([CH3:10])([CH2:11][O:12][CH2:13][c:14]2[cH:15][cH:16][cH:17][cH:18][cH:19]2)[CH2:8][O:9]1)([CH3:3])[CH3:4].[Na+:21].[OH-:20]>>[OH:5][CH2:6][C:7]([CH2:8][OH:9])([CH3:10])[CH2:11][O:12][CH2:13][c:14]1[cH:15][cH:16][cH:17][cH:18][cH:19]1. The reactants are [H-].[Ca+2].[H-] (calcium hydride), NC1=CC=C(C=C1)C1=NN(C(CC2=C1C=C1C(=C2)OCO1)C)C(C)=O (1-(4-Aminophenyl)-3-acetyl-4-methyl-7,8-methylenedioxy-5H-2,3-benzodiazepine), CN=C=O (methyl isocyanate). Solvent: C1=CC=CC=C1 (benzene). Conditions: temperature 50 celsius, time 4 hour. Yields the product C(C)(=O)N1N=C(C2=C(CC1C)C=C1C(=C2)OCO1)C1=CC=C(C=C1)NC(=O)NC (N1 -[4-(3-Acetyl-4-methyl-7,8-methylenedioxy-3,4-dihydro-5H-2,3-benzodiazepin-1-yl)-phenyl]-N3 -methylurea). Isolated yield 82.4%. As a reaction SMILES: [NH2:1][C:2]1[CH:7]=[CH:6][C:5]([C:8]2[C:14]3[CH:15]=[C:16]4[O:21][CH2:20][O:19][C:17]4=[CH:18][C:13]=3[CH2:12][CH:11]([CH3:22])[N:10]([C:23](=[O:25])[CH3:24])[N:9]=2)=[CH:4][CH:3]=1.[H-].[Ca+2].[H-].[CH3:29][N:30]=[C:31]=[O:32]>C1C=CC=CC=1>[C:23]([N:10]1[CH:11]([CH3:22])[CH2:12][C:13]2[CH:18]=[C:17]3[O:19][CH2:20][O:21][C:16]3=[CH:15][C:14]=2[C:8]([C:5]2[CH:6]=[CH:7][C:2]([NH:1][C:31]([NH:30][CH3:29])=[O:32])=[CH:3][CH:4]=2)=[N:9]1)(=[O:25])[CH3:24] |f:1.2.3|. Reported procedure: 0.70 g (2 mmol) of the product of Example 15 was dissolved in benzene dehydrated over calcium hydride, 0.3 ml (5 mmol) of methyl isocyanate was added and the reaction mixture was stirred at 50° C. for 4 hours. The crystals formed after coling were filtered, washed with 3×3 ml of benzene, then triturated with 20 ml of hot benzene. The hot mixture was filtered, the precipitate was washed with 3×3 ml of benzene and dried to give 0.65 g (79.6%) of the aimed product, m.p.: 168°-170° C. (decomp.). RXN SMILES: [CH3:1][C:2]1([CH3:11])[CH:3]([CH2:9][OH:10])[C:4]([CH3:7])([CH3:8])[CH2:5][CH2:6]1.[P:12]([Br:13])([Br:14])[Br:15].[cH:16]1[cH:17][cH:18][cH:19][cH:20][cH:21]1>>[CH3:1][C:2]1([CH3:11])[CH:3]([CH2:9][Br:13])[C:4]([CH3:7])([CH3:8])[CH2:5][CH2:6]1. The product is CC1(C)CCC(C)(C)C1CBr. Starting materials: CC1(C)CCC(C)(C)C1CO, BrP(Br)Br, c1ccccc1. Starting materials: [BH4-], CC(C)=O, CC(=O)O, Cc1ccc(C(=O)c2ccccc2)c(N)c1, [Na+]. The product is Cc1ccc(C(=O)c2ccccc2)c(NC(C)C)c1. As a reaction SMILES: [BH4-:21].[CH3:17][C:18]([CH3:19])=[O:20].[CH3:23][C:24](=[O:25])[OH:26].[NH2:1][c:2]1[c:3]([C:4](=[O:5])[c:6]2[cH:7][cH:8][cH:9][cH:10][cH:11]2)[cH:12][cH:13][c:14]([CH3:16])[cH:15]1.[Na+:22]>>[NH:1]([c:2]1[c:3]([C:4](=[O:5])[c:6]2[cH:7][cH:8][cH:9][cH:10][cH:11]2)[cH:12][cH:13][c:14]([CH3:16])[cH:15]1)[CH:18]([CH3:17])[CH3:19].